This data is from the Open Reaction Database (ORD), a public repository of structured organic reaction records. The task is: describe an organic reaction: reactants, conditions, products, and yield The reactants are CCCCc1cc2ccccc2o1, [Cl-], COc1cc(Cl)ccc1C(=O)O, COc1cc(Cl)ccc1C(=O)O, O=S(Cl)Cl. Product: CCCCc1oc2ccccc2c1C(=O)c1ccc(Cl)cc1OC. As a reaction SMILES: [CH2:1]([CH2:2][CH2:3][CH3:4])[c:5]1[o:6][c:7]2[c:8]([cH:9]1)[cH:10][cH:11][cH:12][cH:13]2.[Cl-:14].[Cl:15][c:16]1[cH:17][c:18]([O:25][CH3:26])[c:19]([C:20](=[O:21])[OH:22])[cH:23][cH:24]1.[Cl:27][c:28]1[cH:29][cH:30][c:31]([C:32]([OH:33])=[O:34])[c:35]([O:36][CH3:37])[cH:38]1.[S:39]([Cl:40])([Cl:41])=[O:42]>>[CH2:1]([CH2:2][CH2:3][CH3:4])[c:5]1[o:6][c:7]2[c:8]([c:9]1[C:20]([c:19]1[c:18]([O:25][CH3:26])[cH:17][c:16]([Cl:15])[cH:24][cH:23]1)=[O:21])[cH:10][cH:11][cH:12][cH:13]2. The reactants are C1C2CC3C4C1C5CC(C4)CC3C5C2 (Diamantane), C(Cl)Cl (CH2Cl2), [N+](=O)(O)[O-] (HNO3), OS(=O)(=O)O (H2SO4), ice, O (water). Solvent: CO (methanol). Run at temperature 25 celsius, time 2 hour. The product is C1C2C3CC4(CC2C5CC1(CC3C5C4)O)O (4.9-dihydroxydiamantane). Isolated yield 65.0%. RXN SMILES: [CH2:1]1[CH:6]2[CH:7]3[CH:13]4[CH2:14][CH:2]1[CH2:3][CH:4]1[CH:12]4[CH2:11][CH:9]([CH2:10][CH:5]12)[CH2:8]3.C(Cl)Cl.[N+]([O-])(O)=[O:19].OS(O)(=O)=O.[OH2:27]>CO>[CH2:14]1[C:2]2([OH:27])[CH2:1][CH:6]3[CH:5]4[CH2:10][C:9]5([OH:19])[CH2:11][CH:12]([CH:4]4[CH2:3]2)[CH:13]1[CH:7]3[CH2:8]5. Reported procedure: Diamantane 1 (1.28 g, 0.149 mol), CH2Cl2 (250 mL) and 100% HNO3 (90 mL, 2.13 mol) are mixed at 0° C., stirred for 2 h at 25° C. and subsequently diluted with water (180 mL). The CH2Cl2 is removed and the reaction mixture 26 is refluxed for 1.5 h. Removal of the water in the vacuum yielded a mixture of different oligohydroxydes 20 as a remainder. These 20 are added to 200 mL of 96% H2SO4 and stirred for 2 h at room temperature. Subsequently, the reaction mixture is poured onto 300 g ice and filte... Starting materials: O=C([O-])[O-], CC(C)COc1ccccc1N, ClCCl, O=C(Cl)c1cccc(C(F)(F)F)c1, [K+], [K+]. Reaction SMILES: [C:26](=[O:27])([O-:28])[O-:29].[CH3:14][CH:15]([CH2:16][O:17][c:18]1[c:19]([NH2:24])[cH:20][cH:21][cH:22][cH:23]1)[CH3:25].[Cl:32][CH2:33][Cl:34].[F:1][C:2]([c:3]1[cH:4][c:5]([C:6](=[O:7])[Cl:8])[cH:9][cH:10][cH:11]1)([F:12])[F:13].[K+:30].[K+:31]>>[F:1][C:2]([c:3]1[cH:4][c:5]([C:6](=[O:7])[NH:24][c:19]2[c:18]([O:17][CH2:16][CH:15]([CH3:14])[CH3:25])[cH:23][cH:22][cH:21][cH:20]2)[cH:9][cH:10][cH:11]1)([F:12])[F:13]. The product is CC(C)COc1ccccc1NC(=O)c1cccc(C(F)(F)F)c1. The reactants are O=C([O-])[O-], CC(=O)OC(C)=O, COc1cc(N)cc(OC)c1, [Na+], [Na+], O, c1ccncc1. Product: COc1cc(NC(C)=O)cc(OC)c1. Reaction SMILES: [C:26](=[O:27])([O-:28])[O-:29].[CH3:12][C:13](=[O:14])[O:15][C:16](=[O:17])[CH3:18].[CH3:1][O:2][c:3]1[cH:4][c:5]([NH2:6])[cH:7][c:8]([O:10][CH3:11])[cH:9]1.[Na+:30].[Na+:31].[OH2:19].[cH:20]1[cH:21][cH:22][n:23][cH:24][cH:25]1>>[CH3:1][O:2][c:3]1[cH:4][c:5]([NH:6][C:13]([CH3:12])=[O:14])[cH:7][c:8]([O:10][CH3:11])[cH:9]1. Reactants: ClC(C(OC)=N)(Cl)Cl (Methyl 2,2,2-trichloroacetimidate), FC(C(=O)O)(F)F (trifluoroacetic acid), [N+](=O)([O-])C1=CC(=C(C=C1)N)N (4-nitrophenylenediamine). Run in ClCCl.C(C)OCC (dichloromethane diethyl ether). Conditions: time 3 hour. Yields the product [N+](=O)([O-])C1=CC2=C(NC(=N2)C(=O)O)C=C1 (5-nitro-1H-benzimidazole-2-carboxylic acid). Yield: 48.9%. As a reaction SMILES: ClC(Cl)(Cl)C(=N)OC.F[C:10](F)(F)[C:11]([OH:13])=[O:12].[N+:16]([C:19]1[CH:24]=[CH:23][C:22]([NH2:25])=[C:21]([NH2:26])[CH:20]=1)([O-:18])=[O:17]>ClCCl.C(OCC)C>[N+:16]([C:19]1[CH:24]=[CH:23][C:22]2[NH:25][C:10]([C:11]([OH:13])=[O:12])=[N:26][C:21]=2[CH:20]=1)([O-:18])=[O:17] |f:3.4|. Procedure details: Methyl 2,2,2-trichloroacetimidate (0.73 g, 4.09 mmol) and trifluoroacetic acid (0.63 mL, 8.17 mmol) were added to a suspension of 4-nitrophenylenediamine (0.50 g, 3.27 mmol) in a 2:3 mixture of dichloromethane/diethyl ether (40 mL). After stirring at RT for 3 h, the reaction mixture was filtered. The residue in the filter was washed with a 1:1 mixture of dichloromethane:ether. The filtrates were combined and shaken with 1.5N aqueous sodium hydroxide (40 mL). The organic layer was removed. A 1:1 ...